Dataset: the Open Reaction Database (ORD), a public repository of structured organic reaction records. Task: describe an organic reaction: reactants, conditions, products, and yield Yields the product BrC1=CN=C2C(=N1)N(CCN2)CC2=C(C=CC(=C2)F)F (7-bromo-1-(2,5-difluorobenzyl)-1,2,3,4-tetrahydropyrazino[2,3-b]pyrazine). Procedure details: 7-bromo-1-(2,5-difluorobenzyl)-1,2,3,4-tetrahydropyrazino[2,3-b]pyrazine was prepared as described in Example 1, from 2-amino-3,5-dibromopyrazine as described in Example 1 by replacing 2-chloro-3,6-difluorobenzylamine in step 1 with 2,5-difluorobenzylamine. Starting materials: NC1=NC=C(N=C1Br)Br (2-amino-3,5-dibromopyrazine), ClC1=C(CN)C(=CC=C1F)F (2-chloro-3,6-difluorobenzylamine), FC1=C(CN)C=C(C=C1)F (2,5-difluorobenzylamine). As a reaction SMILES: [NH2:1][C:2]1[C:7](Br)=[N:6][C:5]([Br:9])=[CH:4][N:3]=1.Cl[C:11]1[C:18]([F:19])=[CH:17][CH:16]=[C:15]([F:20])[C:12]=1[CH2:13][NH2:14].F[C:22]1C=CC(F)=C[C:23]=1CN>>[Br:9][C:5]1[N:6]=[C:7]2[N:14]([CH2:13][C:12]3[CH:11]=[C:18]([F:19])[CH:17]=[CH:16][C:15]=3[F:20])[CH2:22][CH2:23][NH:1][C:2]2=[N:3][CH:4]=1. Reactants: C[Si](C)(C)C#CC1=C(C=C(C(=C1)OCCCCCCCC)C#C[Si](C)(C)C)OCCCCCCCC (1,4-Bis(trimethylsilylethynyl)-2,5-di-n-octyloxybenzene), O (Water), [OH-].[Na+] (NaOH). The solvent is C1CCOC1 (THF), CO (MeOH). Conditions: time 3 hour. Yields the product C(#C)C1=C(C=C(C(=C1)OCCCCCCCC)C#C)OCCCCCCCC (1,4-Diethynyl-2,5-di-n-octyloxybenzene). As a reaction SMILES: C[Si]([C:5]#[C:6][C:7]1[CH:12]=[C:11]([O:13][CH2:14][CH2:15][CH2:16][CH2:17][CH2:18][CH2:19][CH2:20][CH3:21])[C:10]([C:22]#[C:23][Si](C)(C)C)=[CH:9][C:8]=1[O:28][CH2:29][CH2:30][CH2:31][CH2:32][CH2:33][CH2:34][CH2:35][CH3:36])(C)C.[OH-].[Na+].O>C1COCC1.CO>[C:6]([C:7]1[CH:12]=[C:11]([O:13][CH2:14][CH2:15][CH2:16][CH2:17][CH2:18][CH2:19][CH2:20][CH3:21])[C:10]([C:22]#[CH:23])=[CH:9][C:8]=1[O:28][CH2:29][CH2:30][CH2:31][CH2:32][CH2:33][CH2:34][CH2:35][CH3:36])#[CH:5] |f:1.2|. Procedure details: 1,4-Bis(trimethylsilylethynyl)-2,5-di-n-octyloxybenzene (2.331 g, 4.42×10−3 mol) was dissolved in a mixture of THF (25 ml) and MeOH (25 ml). 5N NaOH (2.0 ml, 1.0×10−2 mol) was added and the solution was stirred for 3 h under Ar. Water was added to the reaction mixture. The organic layer was extracted three times with CHCl3. The combined organic layers were dried over Na2SO4. The residue was chromatographed on silica gel with 1:1 hexane:CHCl3 as the eluent. Yield=1.419 g (84% based on 2.331 g of ... Yields the product ClC=1C=C2C(C(NC2=CC1)=O)=CC=1NC2=CC=CC=C2C1C (5-chloro-3-(3-methyl-1H-indol-2-ylmethylene)-1,3-dihydroindol-2-one). RXN SMILES: [Cl:1][C:2]1[CH:3]=[C:4]2[C:8](=[CH:9][CH:10]=1)[NH:7][C:6](=[O:11])[CH2:5]2.[CH3:12][C:13]1[C:21]2[C:16](=[CH:17][CH:18]=[CH:19][CH:20]=2)[NH:15][C:14]=1[CH:22]=O.N1CCCCC1>C(O)C>[Cl:1][C:2]1[CH:3]=[C:4]2[C:8](=[CH:9][CH:10]=1)[NH:7][C:6](=[O:11])[C:5]2=[CH:22][C:14]1[NH:15][C:16]2[C:21]([C:13]=1[CH3:12])=[CH:20][CH:19]=[CH:18][CH:17]=2. Reaction conditions: time 4 hour. Procedure: A mixture of 5-chloro-2-oxindole (167 mg), 3-methylindole-2-carbaldehyde (190 mg) (prepared according to Synthetic Communications, 1986, 16, 1799) and piperidine (10 mg) in ethanol was held in a sealed tube at 95° C. for 4 hours. The mixture was cooled to room temperature. The solid was collected by vacuum filtration, washed with cold ethanol and dried in a vacuum oven to give 5-chloro-3-(3-methyl-1H-indol-2-ylmethylene)-1,3-dihydroindol-2-one. Solvent: C(C)O (ethanol). Reactants: ClC=1C=C2CC(NC2=CC1)=O (5-chloro-2-oxindole), CC1=C(NC2=CC=CC=C12)C=O (3-methylindole-2-carbaldehyde), N1CCCCC1 (piperidine). Reactants: CO, C=C(C)CC1C(=O)N(c2ccc(C#N)c(Cl)c2)C(C)C1O. Product: CC(C)CC1C(=O)N(c2ccc(C#N)c(Cl)c2)C(C)C1O. As a reaction SMILES: [CH3:22][OH:23].[Cl:1][c:2]1[c:3]([C:4]#[N:5])[cH:6][cH:7][c:8]([N:10]2[CH:11]([CH3:21])[CH:12]([OH:20])[CH:13]([CH2:16][C:17](=[CH2:18])[CH3:19])[C:14]2=[O:15])[cH:9]1>>[Cl:1][c:2]1[c:3]([C:4]#[N:5])[cH:6][cH:7][c:8]([N:10]2[CH:11]([CH3:21])[CH:12]([OH:20])[CH:13]([CH2:16][CH:17]([CH3:18])[CH3:19])[C:14]2=[O:15])[cH:9]1. Starting materials: CN(C=O)C (N,N-dimethylformamide), Cl (hydrochloric acid), C(CCC)[Li] (Butyllithium), BrC1=CC=C(O1)C=1NC(=CC1C#N)C(F)(F)F (2-(5-bromo-2-furyl)-5-(trifluoromethyl)pyrrole-3-carbonitrile). Run in C(C)(=O)OCC (ethyl acetate), O1CCCC1 (tetrahydrofuran), CCCCCC (hexane). Conditions: temperature -78 celsius, time 30 minute. Yields the product C(=O)C1=CC=C(O1)C=1NC(=CC1C#N)C(F)(F)F (2-(5-Formyl-2-Furyl)-5-(Trifluoromethyl)Pyrrole-3-Carbonitrile). Isolated yield 70.2%. RXN SMILES: C([Li])CCC.Br[C:7]1[O:11][C:10]([C:12]2[NH:13][C:14]([C:19]([F:22])([F:21])[F:20])=[CH:15][C:16]=2[C:17]#[N:18])=[CH:9][CH:8]=1.CN(C)[CH:25]=[O:26].Cl>O1CCCC1.CCCCCC.C(OCC)(=O)C>[CH:25]([C:7]1[O:11][C:10]([C:12]2[NH:13][C:14]([C:19]([F:22])([F:21])[F:20])=[CH:15][C:16]=2[C:17]#[N:18])=[CH:9][CH:8]=1)=[O:26]. Procedure details: Butyllithium (3.45 mL, 7.78 mmol) is added dropwise to a solution of 2-(5-bromo-2-furyl)-5-(trifluoromethyl)pyrrole-3-carbonitrile (1.13 g, 3.70 mmol) in tetrahydrofuran at -78° C. The reation mixture is stirred at -78° C. for 30 minutes, warmed to room temperature, treated with N,N-dimethylformamide (1.35 g, 18.5 mmol), poured into one molar hydrochloric acid and extracted with ether and ethyl acetate. The combined organic extracts are washed sequentially with water and brine, dried over Na2SO4...